From a dataset of the Open Reaction Database (ORD), a public repository of structured organic reaction records. describe an organic reaction: reactants, conditions, products, and yield Reactants: polyphosphoric acid, C([O-])(O)=O.[Na+] (sodium bicarbonate), C(C)OC(=O)C=1C(NC2=CC(=CC=C2C1)Cl)=O (7-Chloro-2-oxo-1,2-dihydro-quinoline-3-carboxylic Acid Ethyl Ester), C1(=C(C=CC=C1)N)N (1,2-phenylenediamine). Run in polyphosphoric acid, ice water. Run at temperature 200 celsius. The product is N1=C(NC2=C1C=CC=C2)C=2C(NC1=CC(=CC=C1C2)Cl)=O (3-(Benzoimidazol-2-yl)-7-chloro-quinolin-2-one). Reaction SMILES: C(O[C:4]([C:6]1[C:7](=[O:17])[NH:8][C:9]2[C:14]([CH:15]=1)=[CH:13][CH:12]=[C:11]([Cl:16])[CH:10]=2)=O)C.[C:18]1([NH2:25])[CH:23]=[CH:22][CH:21]=[CH:20][C:19]=1[NH2:24].C(=O)(O)[O-].[Na+]>>[N:24]1[C:19]2[CH:20]=[CH:21][CH:22]=[CH:23][C:18]=2[NH:25][C:4]=1[C:6]1[C:7](=[O:17])[NH:8][C:9]2[C:14]([CH:15]=1)=[CH:13][CH:12]=[C:11]([Cl:16])[CH:10]=2 |f:2.3|. Reported procedure: A mixture of 9-2 (30 mg, 0.12 mmol, 1 equiv) and 1,2-phenylenediamine (39 mg, 0.36 mmol, 3.0 equiv) in polyphosphoric acid (3 mL) was heated at 200° C. for 3 h. The hot reaction mixture was poured into ice water (20 mL), and the resulting mixture was allowed to stand until all polyphosphoric acid had dissolved. The acidic suspension was neutralized with saturated aqueous sodium bicarbonate solution, then extracted with ethyl acetate (2×50 mL). The organic layer were dried over sodium sulfate and... Starting materials: CCc1c(CCCl)sc2c1CCN(C(C)=O)C2, Cl, Fc1ccc2c(C3CCNCC3)noc2c1. Yields the product CCc1c(CCN2CCC(c3noc4cc(F)ccc34)CC2)sc2c1CCN(C(C)=O)C2. Reaction SMILES: [C:1]([CH3:2])(=[O:3])[N:4]1[CH2:5][c:6]2[c:7]([c:10]([CH2:16][CH3:17])[c:11]([CH2:13][CH2:14][Cl:15])[s:12]2)[CH2:8][CH2:9]1.[ClH:18].[F:19][c:20]1[cH:21][c:22]2[c:23]([c:24]([CH:27]3[CH2:28][CH2:29][NH:30][CH2:31][CH2:32]3)[n:25][o:26]2)[cH:33][cH:34]1>>[C:1]([CH3:2])(=[O:3])[N:4]1[CH2:5][c:6]2[c:7]([c:10]([CH2:16][CH3:17])[c:11]([CH2:13][CH2:14][N:30]3[CH2:29][CH2:28][CH:27]([c:24]4[c:23]5[c:22]([cH:21][c:20]([F:19])[cH:34][cH:33]5)[o:26][n:25]4)[CH2:32][CH2:31]3)[s:12]2)[CH2:8][CH2:9]1. Reactants: COC(=O)c1nc(-c2ccnc(N3CCN(C(=O)OCC(C)(C)C)CC3)c2)no1, Cc1ccccc1, N. The product is CC(C)(C)COC(=O)N1CCN(c2cc(-c3noc(C(N)=O)n3)ccn2)CC1. Reaction SMILES: [CH3:1][O:2][C:3](=[O:4])[c:5]1[n:6][c:7](-[c:10]2[cH:11][c:12]([N:16]3[CH2:17][CH2:18][N:19]([C:22](=[O:23])[O:24][CH2:25][C:26]([CH3:27])([CH3:28])[CH3:29])[CH2:20][CH2:21]3)[n:13][cH:14][cH:15]2)[n:8][o:9]1.[CH3:31][c:32]1[cH:33][cH:34][cH:35][cH:36][cH:37]1.[NH3:30]>>[O:2]=[C:3]([c:5]1[n:6][c:7](-[c:10]2[cH:11][c:12]([N:16]3[CH2:17][CH2:18][N:19]([C:22](=[O:23])[O:24][CH2:25][C:26]([CH3:27])([CH3:28])[CH3:29])[CH2:20][CH2:21]3)[n:13][cH:14][cH:15]2)[n:8][o:9]1)[NH2:30]. Reactants: ClC=1C(=CC2=C(OCO2)C1)CN1C(=NC(=C1C=O)SCC1=CC=C(C=C1)OC)SCC1=CC=C(C=C1)OC (1-((6-chloro-1,3-benzodioxol-5-yl)methyl)-2,4-bis(((4-methoxyphenyl)methyl)thio)-1H-imidazole-5-carboxaldehyde), C(Cl)Cl.CO (methylene chloride methanol), [C-]#N.[Na+] (sodium cyanide), C(C)(=O)O (acetic acid). Reagents/catalysts: [O-2].[Mn+2] (manganese oxide). Product: COC(=O)C1=C(N=C(N1CC1=CC2=C(OCO2)C=C1Cl)SCC1=CC=C(C=C1)OC)SCC1=CC=C(C=C1)OC (methyl1-((6-chloro-1,3-benzodioxol-5-yl)methyl)-2,4-bis(((4-methoxyphenyl)methyl)thio)-1H-imidazole-5-carboxylate). Reaction SMILES: [Cl:1][C:2]1[C:3]([CH2:11][N:12]2C(C=O)=[C:15]([S:19][CH2:20][C:21]3[CH:26]=[CH:25][C:24]([O:27][CH3:28])=[CH:23][CH:22]=3)[N:14]=[C:13]2[S:29][CH2:30][C:31]2[CH:36]=[CH:35][C:34]([O:37][CH3:38])=[CH:33][CH:32]=2)=[CH:4][C:5]2[O:9][CH2:8][O:7][C:6]=2[CH:10]=1.[CH2:39](Cl)Cl.CO.[C-]#N.[Na+].[C:47]([OH:50])(=[O:49])[CH3:48]>[O-2].[Mn+2]>[CH3:39][O:49][C:47]([C:48]1[N:12]([CH2:11][C:3]2[C:2]([Cl:1])=[CH:10][C:6]3[O:7][CH2:8][O:9][C:5]=3[CH:4]=2)[C:13]([S:29][CH2:30][C:31]2[CH:32]=[CH:33][C:34]([O:37][CH3:38])=[CH:35][CH:36]=2)=[N:14][C:15]=1[S:19][CH2:20][C:21]1[CH:26]=[CH:25][C:24]([O:27][CH3:28])=[CH:23][CH:22]=1)=[O:50] |f:1.2,3.4,6.7|. Reported procedure: A solution of 1 g of the product of Example 11 is introduced into a methylene chloride/methanol mixture (50 ml/100 ml), then 5 g of manganese oxide, 500 mg of sodium cyanide and 200 μl of acetic acid are successively added. Agitation is then maintained for 72 hours at ambient temperature. Reactants: C(CC(C)C)C(C(=O)OC)(CCC(C)C)C1=CC=CC=C1 (Methyl 2-isopentyl-5-methyl-2-phenylhexanoate), C1(=CC=CC=C1)C(C(=O)OC)(CCC)CCC (Methyl 2-phenyl-2-propylpentanoate). The product is C(CC(C)C)C(C(=O)O)(CCC(C)C)C1=CC=CC=C1 (2-isopentyl-5-methyl-2-phenylhexanoic acid). As a reaction SMILES: [CH2:1]([C:6]([C:16]1[CH:21]=[CH:20][CH:19]=[CH:18][CH:17]=1)([CH2:11][CH2:12][CH:13]([CH3:15])[CH3:14])[C:7]([O:9]C)=[O:8])[CH2:2][CH:3]([CH3:5])[CH3:4].C1(C(CCC)(CCC)C(OC)=O)C=CC=CC=1>>[CH2:1]([C:6]([C:16]1[CH:17]=[CH:18][CH:19]=[CH:20][CH:21]=1)([CH2:11][CH2:12][CH:13]([CH3:14])[CH3:15])[C:7]([OH:9])=[O:8])[CH2:2][CH:3]([CH3:5])[CH3:4]. Reported procedure: The title compound was prepared following the procedure of Example 1C, substituting the product of Example 6B for the product of Example 1B. 1H NMR (300 MHz, CDCl3): δ 7.28 (m, 5 H), 2.01 (m, 4 H), 1.49 (m, 2 H), 0.98 (m, 4 H), 0.87 (m, 12 H). Reactants: NC1=C(C=CC=C1)NC(=O)CCCN(C(OCC1=CC=CC=C1)=O)C (benzyl [3-[(2-aminophenyl)carbamoyl]propyl]methylcarbamate), O (water), C1(=CC=C(C=C1)S(=O)(=O)O)C (p-toluenesulphonic acid). The solvent is C1(=CC=CC=C1)C (toluene). The product is crude product, N1=C(NC2=C1C=CC=C2)CCCN(C(OCC2=CC=CC=C2)=O)C (benzyl [3-(2-benzimidazolyl)propyl]methylcarbamate). Yield: 57.7%. As a reaction SMILES: [NH2:1][C:2]1[CH:7]=[CH:6][CH:5]=[CH:4][C:3]=1[NH:8][C:9]([CH2:11][CH2:12][CH2:13][N:14]([CH3:25])[C:15](=[O:24])[O:16][CH2:17][C:18]1[CH:23]=[CH:22][CH:21]=[CH:20][CH:19]=1)=O.C1(C)C=CC(S(O)(=O)=O)=CC=1.O>C1(C)C=CC=CC=1>[N:8]1[C:3]2[CH:4]=[CH:5][CH:6]=[CH:7][C:2]=2[NH:1][C:9]=1[CH2:11][CH2:12][CH2:13][N:14]([CH3:25])[C:15](=[O:24])[O:16][CH2:17][C:18]1[CH:23]=[CH:22][CH:21]=[CH:20][CH:19]=1. Procedure: 20.1 g (59 mmol) of benzyl [3-[(2-aminophenyl)carbamoyl]propyl]methylcarbamate are dissolved in 450 ml of toluene and treated with 7 g (37 mmol) of p-toluenesulphonic acid. The reaction mixture is thereafter heated to reflux for 2 hours, whereby the water formed is removed from the reaction mixture by means of a water separator. After evaporation and dissolution of the residue in ethyl acetate the solution is washed twice with saturated aqueous sodium bicarbonate solution and twice with saturate... Starting materials: O=C1N(C(C2=CC=CC=C12)=O)[C@H](C(=O)O)CC=C ((2S)-2-(1,3-dioxo-1,3-dihydro-2H-isoindol-2-yl)pent-4-enoic acid), CCN=C=NCCCN(C)C.Cl (EDAC.HCl), CC1=C(C(=NC=C1)N)C (dimethyl aminopyridine), C(C(C)C)N[C@@H](C=C)C1=CC=CC=C1 ((1S)-N-isobutyl-1-phenylprop-2-en-1-amine). Run in C(Cl)Cl (DCM), C(Cl)Cl (DCM), C(Cl)Cl (DCM). Run at temperature -20 celsius, time 1 hour. Yields the product O=C1N(C(C2=CC=CC=C12)=O)C(C(=O)N([C@@H](C=C)C1=CC=CC=C1)CC(C)C)CC=C (2-(1,3-dioxo-1,3-dihydro-2H-isoindol-2-yl)-N-isobutyl-N-[(1S)-1-phenylprop-2-en-1-yl]pent-4-enamide). RXN SMILES: [O:1]=[C:2]1[C:10]2[C:5](=[CH:6][CH:7]=[CH:8][CH:9]=2)[C:4](=[O:11])[N:3]1[C@@H:12]([CH2:16][CH:17]=[CH2:18])[C:13]([OH:15])=O.CCN=C=NCCCN(C)C.Cl.CC1C=CN=C(N)C=1C.[CH2:40]([NH:44][C@H:45]([C:48]1[CH:53]=[CH:52][CH:51]=[CH:50][CH:49]=1)[CH:46]=[CH2:47])[CH:41]([CH3:43])[CH3:42]>C(Cl)Cl>[O:11]=[C:4]1[C:5]2[C:10](=[CH:9][CH:8]=[CH:7][CH:6]=2)[C:2](=[O:1])[N:3]1[CH:12]([CH2:16][CH:17]=[CH2:18])[C:13]([N:44]([CH2:40][CH:41]([CH3:43])[CH3:42])[C@H:45]([C:48]1[CH:53]=[CH:52][CH:51]=[CH:50][CH:49]=1)[CH:46]=[CH2:47])=[O:15] |f:1.2|. Procedure: To a solution of (2S)-2-(1,3-dioxo-1,3-dihydro-2H-isoindol-2-yl)pent-4-enoic acid (467 mg), EDAC.HCl (529 mg), and dimethyl aminopyridine (20 mg) in DCM (10 ml) at −20° C. under N2 was added a solution of (1S)-N-isobutyl-1-phenylprop-2-en-1-amine in DCM (6 ml). The mixture was allowed to stir at −20° C. for 1 hr then RT overnight. The next day the reaction was diluted with DCM and extracted with 0.1 N HCl. The aqueous layer was back extracted with DCM (×2). All organics were combined, dried (Na2...